This data is from the Open Reaction Database (ORD), a public repository of structured organic reaction records. The task is: describe an organic reaction: reactants, conditions, products, and yield Starting materials: C(C=C)N(C(C1=C(C(C(=O)N(C)CC=C)=C(C(=C1I)N=C=O)I)I)=O)C (N,N′-Diallyl-2,4,6-triiodo-5-isocyanato-N,N′-dimethyl-isophthalamide), C(CCO)O (1,3-propane diol). Solvent: ClCCl (dichloromethane). Reaction conditions: time 18 hour. Yields the product C(C=C)N(C(=O)C=1C(=C(C(=C(C1I)C(N(C)CC=C)=O)I)NC(=O)OCCCOC(NC1=C(C(=C(C(=C1I)C(N(C)CC=C)=O)I)C(N(C)CC=C)=O)I)=O)I)C ([3,5-Bis-(allyl-methyl-carbamoyl)-2,4,6-triiodo-phenyl]-carbamic acid 3-[3,5-bis-(allyl-methyl-carbamoyl)-2,4,6-triiodo-phenyl]carbamoyloxy-propyl ester). As a reaction SMILES: [CH2:1]([N:4]([CH3:26])[C:5](=[O:25])[C:6]1[C:18]([I:19])=[C:17]([N:20]=[C:21]=[O:22])[C:16]([I:23])=[C:8]([C:9]([N:11]([CH2:13][CH:14]=[CH2:15])[CH3:12])=[O:10])[C:7]=1[I:24])[CH:2]=[CH2:3].[CH2:27]([OH:31])[CH2:28][CH2:29][OH:30]>ClCCl>[CH2:13]([N:11]([CH3:12])[C:9]([C:8]1[C:16]([I:23])=[C:17]([NH:20][C:21]([O:30][CH2:29][CH2:28][CH2:27][O:31][C:21](=[O:22])[NH:20][C:17]2[C:16]([I:23])=[C:8]([C:9](=[O:10])[N:11]([CH2:13][CH:14]=[CH2:15])[CH3:12])[C:7]([I:24])=[C:6]([C:5](=[O:25])[N:4]([CH2:1][CH:2]=[CH2:3])[CH3:26])[C:18]=2[I:19])=[O:22])[C:18]([I:19])=[C:6]([C:5](=[O:25])[N:4]([CH2:1][CH:2]=[CH2:3])[CH3:26])[C:7]=1[I:24])=[O:10])[CH:14]=[CH2:15]. Reported procedure: To a solution of N,N′-Diallyl-2,4,6-triiodo-5-isocyanato-N,N′-dimethyl-isophthalamide in dichloromethane was added 1,3-propane diol (0.5 equivalent). The reaction mixture was stirred for 18 hours and then purified by column chromatography to give) [3,5-Bis-(allyl-methyl-carbamoyl)-2,4,6-triiodo-phenyl]-carbamic acid 3-[3,5-bis-(allyl-methyl-carbamoyl)-2,4,6-triiodo-phenyl]carbamoyloxy-propyl ester. A cis-dihydroxylation using OsO4 and NMMO was performed and the crude mixture was purified by prep... Starting materials: O=C1NC(C(N1)=O)=CC=1C=C(C=CC1[N+](=O)[O-])N1CCC(CC1)C(=O)OCC (ethyl 1-[3-[(2,4-dioxoimidazolidin-5-ylidene)methyl]-4-nitrophenyl]-4-piperidinecarboxylate), II (iodine), S(=S)(=O)([O-])[O-].[Na+].[Na+] (sodium thiosulfate), C([O-])([O-])=O.[Na+].[Na+] (sodium carbonate). Reagents/catalysts: [Pd] (palladium on charcoal). The solvent is CN(C=O)C (dimethylformamide). Run at time 90 hour. The product is O=C1NC=2C(=NC=3C=CC(=CC3C2)N2CCC(CC2)C(=O)OC)N1 (methyl 1-(2,3-dihydro-2-oxo-1H-imidazo[4,5-b]quinolin-7-yl)-4-piperidinecarboxylate). Isolated yield 50.4%. RXN SMILES: [O:1]=[C:2]1[NH:6][C:5](=O)[C:4](=[CH:8][C:9]2[CH:10]=[C:11]([N:18]3[CH2:23][CH2:22][CH:21]([C:24]([O:26][CH2:27]C)=[O:25])[CH2:20][CH2:19]3)[CH:12]=[CH:13][C:14]=2[N+:15]([O-])=O)[NH:3]1.II.S([O-])([O-])(=O)=S.[Na+].[Na+].C(=O)([O-])[O-].[Na+].[Na+]>CN(C)C=O.[Pd]>[O:1]=[C:2]1[NH:6][C:5]2=[N:15][C:14]3[CH:13]=[CH:12][C:11]([N:18]4[CH2:23][CH2:22][CH:21]([C:24]([O:26][CH3:27])=[O:25])[CH2:20][CH2:19]4)=[CH:10][C:9]=3[CH:8]=[C:4]2[NH:3]1 |f:2.3.4,5.6.7|. Procedure: An alternate preparation of the title compound involves hydrogenating ethyl 1-[3-[(2,4-dioxoimidazolidin-5-ylidene)methyl]-4-nitrophenyl]-4-piperidinecarboxylate (5.00 g, 13 mmol) in dimethylformamide (100 mL) over 10% palladium on charcoal (750 mg) at 60 p.s.i. in a low pressure hydrogenation apparatus. After 90 hours, the mixture was filtered through Kieselguhr, the solvent evaporated, and the residue added to ethanol (150 mL) and acetic acid (5 mL). The mixture was heated at refux for 2 hours... Reactants: CCCCP(CCCC)CCCC, Cc1ccc(-c2cccc(C=CC(=O)Nc3ccc(CCl)cc3)c2)cc1. Product: CCCC[P+](CCCC)(CCCC)Cc1ccc(NC(=O)C=Cc2cccc(-c3ccc(C)cc3)c2)cc1, [Cl-]. Reaction SMILES: [CH2:27]([CH2:28][CH2:29][CH3:30])[P:31]([CH2:32][CH2:33][CH2:34][CH3:35])[CH2:36][CH2:37][CH2:38][CH3:39].[Cl:1][CH2:2][c:3]1[cH:4][cH:5][c:6]([NH:9][C:10]([CH:11]=[CH:12][c:13]2[cH:14][c:15](-[c:19]3[cH:20][cH:21][c:22]([CH3:25])[cH:23][cH:24]3)[cH:16][cH:17][cH:18]2)=[O:26])[cH:7][cH:8]1>>[CH2:2]([c:3]1[cH:4][cH:5][c:6]([NH:9][C:10]([CH:11]=[CH:12][c:13]2[cH:14][c:15](-[c:19]3[cH:20][cH:21][c:22]([CH3:25])[cH:23][cH:24]3)[cH:16][cH:17][cH:18]2)=[O:26])[cH:7][cH:8]1)[P+:31]([CH2:27][CH2:28][CH2:29][CH3:30])([CH2:32][CH2:33][CH2:34][CH3:35])[CH2:36][CH2:37][CH2:38][CH3:39].[Cl-:1]. Reactants: [N+](=O)([O-])C1=C(CC=2NC(NC2)=O)C=CC=C1 (4-(2-nitrobenzyl)-1,3-dihydroimidazol-2-one). The reagents and catalysts are [Pd] (Pd/C). Run in CO (MeOH). Yields the product NC1=C(CC=2NC(NC2)=O)C=CC=C1 (4-(2-aminobenzyl)-1,3-dihydroimidazol-2-one). The yield is 98.6%. As a reaction SMILES: [N+:1]([C:4]1[CH:16]=[CH:15][CH:14]=[CH:13][C:5]=1[CH2:6][C:7]1[NH:8][C:9](=[O:12])[NH:10][CH:11]=1)([O-])=O>CO.[Pd]>[NH2:1][C:4]1[CH:16]=[CH:15][CH:14]=[CH:13][C:5]=1[CH2:6][C:7]1[NH:8][C:9](=[O:12])[NH:10][CH:11]=1. Reported procedure: 3b (82 mg, 0.37 mmol) in MeOH was hydrogenated over 10% Pd/C (10 mg) at 50 psi H2. The reaction mixture was filtered through a plug of Celite®, washed with MeOH and concentrated on a rotary evaporator to give 69 mg (98% yield) of 4-(2-aminobenzyl)-1,3-dihydroimidazol-2-one 3c. MS found: (M+H)+=190.